Dataset: the Open Reaction Database (ORD), a public repository of structured organic reaction records. Task: describe an organic reaction: reactants, conditions, products, and yield Reactants: COc1cc(C#N)ccc1C1C(C#N)=C(C)Nc2c(C)c[nH]c(=O)c21, CCOC(OCC)OCC, O=S(=O)(O)O. The product is CCOc1ncc(C)c2c1C(c1ccc(C#N)cc1OC)C(C#N)=C(C)N2. As a reaction SMILES: [C:1](#[N:2])[c:3]1[cH:4][c:5]([O:24][CH3:25])[c:6]([CH:9]2[C:10]([C:22]#[N:23])=[C:11]([CH3:21])[NH:12][c:13]3[c:14]([CH3:20])[cH:15][nH:16][c:17](=[O:19])[c:18]32)[cH:7][cH:8]1.[CH:26]([O:27][CH2:30][CH3:31])([O:32][CH2:33][CH3:34])[O:35][CH2:28][CH3:29].[S:36](=[O:37])(=[O:38])([OH:39])[OH:40]>>[C:1](#[N:2])[c:3]1[cH:4][c:5]([O:24][CH3:25])[c:6]([CH:9]2[C:10]([C:22]#[N:23])=[C:11]([CH3:21])[NH:12][c:13]3[c:14]([CH3:20])[cH:15][n:16][c:17]([O:19][CH2:28][CH3:29])[c:18]32)[cH:7][cH:8]1. Starting materials: CC(C)CC(=O)c1ccc(OCc2ccc(CNC(=O)OC(C)(C)C)cc2)c(C(F)(F)F)c1O, C1COCCO1, CCOC(C)=O, Cl. Product: Cl, CC(C)CC(=O)c1ccc(OCc2ccc(CN)cc2)c(C(F)(F)F)c1O. RXN SMILES: [C:2]([O:3][C:4](=[O:5])[NH:8][CH2:9][c:10]1[cH:11][cH:12][c:13]([CH2:16][O:17][c:18]2[c:19]([C:31]([F:32])([F:33])[F:34])[c:20]([OH:30])[c:21]([C:24]([CH2:25][CH:26]([CH3:27])[CH3:28])=[O:29])[cH:22][cH:23]2)[cH:14][cH:15]1)([CH3:6])([CH3:7])[CH3:35].[CH2:36]1[O:37][CH2:38][CH2:39][O:40][CH2:41]1.[CH3:42][CH2:43][O:44][C:45](=[O:46])[CH3:47].[ClH:1]>>[ClH:1].[NH2:8][CH2:9][c:10]1[cH:11][cH:12][c:13]([CH2:16][O:17][c:18]2[c:19]([C:31]([F:32])([F:33])[F:34])[c:20]([OH:30])[c:21]([C:24]([CH2:25][CH:26]([CH3:27])[CH3:28])=[O:29])[cH:22][cH:23]2)[cH:14][cH:15]1.